Dataset: the Open Reaction Database (ORD), a public repository of structured organic reaction records. Task: describe an organic reaction: reactants, conditions, products, and yield Starting materials: CC(=O)O, O=C(CSCC(=O)Nc1ccc(Cl)cc1C(=O)O)Nc1cccc(-c2ccc(F)cc2)c1, [Na], O, OO, O=S(=O)(O)O. The product is O=C(CS(=O)CC(=O)Nc1ccc(Cl)cc1C(=O)O)Nc1cccc(-c2ccc(F)cc2)c1. RXN SMILES: [CH3:1][C:2]([OH:3])=[O:4].[Cl:13][c:14]1[cH:15][cH:16][c:17]([NH:23][C:24]([CH2:25][S:26][CH2:27][C:28](=[O:29])[NH:30][c:31]2[cH:32][c:33](-[c:37]3[cH:38][cH:39][c:40]([F:43])[cH:41][cH:42]3)[cH:34][cH:35][cH:36]2)=[O:44])[c:18]([C:19](=[O:20])[OH:21])[cH:22]1.[Na:12].[OH2:45].[OH:10][OH:11].[S:5](=[O:6])(=[O:7])([OH:8])[OH:9]>>[O:3]=[S:26]([CH2:25][C:24]([NH:23][c:17]1[cH:16][cH:15][c:14]([Cl:13])[cH:22][c:18]1[C:19](=[O:20])[OH:21])=[O:44])[CH2:27][C:28](=[O:29])[NH:30][c:31]1[cH:32][c:33](-[c:37]2[cH:38][cH:39][c:40]([F:43])[cH:41][cH:42]2)[cH:34][cH:35][cH:36]1. Reactants: O=C([O-])[O-], CCO, Clc1ccc(-c2ccccc2)nn1, [K+], [K+], Nc1ccc(S)cc1. Product: Nc1ccc(Sc2ccc(-c3ccccc3)nn2)cc1. As a reaction SMILES: [C:22](=[O:23])([O-:24])[O-:25].[CH3:28][CH2:29][OH:30].[Cl:1][c:2]1[n:3][n:4][c:5](-[c:8]2[cH:9][cH:10][cH:11][cH:12][cH:13]2)[cH:6][cH:7]1.[K+:26].[K+:27].[NH2:14][c:15]1[cH:16][cH:17][c:18]([SH:21])[cH:19][cH:20]1>>[c:2]1([S:21][c:18]2[cH:17][cH:16][c:15]([NH2:14])[cH:20][cH:19]2)[n:3][n:4][c:5](-[c:8]2[cH:9][cH:10][cH:11][cH:12][cH:13]2)[cH:6][cH:7]1. Starting materials: FC(C(=O)OC(C(F)(F)F)=O)(F)F (trifluoroacetic anhydride), C(C)(C)N(CC)C(C)C (diisopropylethylamine), CS(=O)C (dimethylsulfoxide), N1(CCOCC1)CC(COC1=C(C=CC=C1)[N+](=O)[O-])O (2-[3-(4-morpholinyl)-2-hydroxy-1-propyloxy]nitrobenzene). The solvent is C(C)OCC (diethyl ether). Reaction conditions: temperature -65 celsius, time 30 minute. The product is N1(CCOCC1)CC(COC1=C(C=CC=C1)[N+](=O)[O-])=O (2-[3-(4-morpholinyl)-2-keto-1-propyloxy] nitrobenzene). The yield is 82.2%. Reaction SMILES: FC(F)(F)C(OC(=O)C(F)(F)F)=O.CS(C)=O.[N:18]1([CH2:24][CH:25]([OH:37])[CH2:26][O:27][C:28]2[CH:33]=[CH:32][CH:31]=[CH:30][C:29]=2[N+:34]([O-:36])=[O:35])[CH2:23][CH2:22][O:21][CH2:20][CH2:19]1.C(N(C(C)C)CC)(C)C>C(OCC)C>[N:18]1([CH2:24][C:25](=[O:37])[CH2:26][O:27][C:28]2[CH:33]=[CH:32][CH:31]=[CH:30][C:29]=2[N+:34]([O-:36])=[O:35])[CH2:23][CH2:22][O:21][CH2:20][CH2:19]1. Reported procedure: A five liter round bottom flask was charged with 63.8 ml (0.45 mole) of trifluoroacetic anhydride and 400 ml of MDC under nitrogen. The resulting solution was cooled to -65° C. with a dry ice bath, treated with 42.6 g (0.54 mole) of dimethylsulfoxide over a period of 15 minutes, stirred for 30 minutes, and then treated with a solution of 90 g (0.32 mole) of 2-[3-(4-morpholinyl)-2-hydroxy-1-propyloxy]nitrobenzene in 200 ml of MDC over a 35 minute period. The reaction mixture was stirred for 30 mi...